Dataset: the Open Reaction Database (ORD), a public repository of structured organic reaction records. Task: describe an organic reaction: reactants, conditions, products, and yield Reactants: Cl (HCl), O1CCOCC1 (dioxane), C(C)N1N=CC=C1CSC1=NC(=CC(=N1)O)C (2-{[(1-ethyl-1H-pyrazol-5-yl)methyl]sulfanyl}-6-methylpyrimidin-4-ol). Solvent: CO (methanol). Run at time 30 minute. Product: Cl.C(C)N1N=CC=C1CSC1=NC(=CC(=N1)O)C (2-{[(1-ethyl-1H-pyrazol-5-yl)methyl]sulfanyl}-6-methylpyrimidin-4-ol hydrochloride). Isolated yield 100.0%. Reaction SMILES: [CH2:1]([N:3]1[C:7]([CH2:8][S:9][C:10]2[N:15]=[C:14]([OH:16])[CH:13]=[C:12]([CH3:17])[N:11]=2)=[CH:6][CH:5]=[N:4]1)[CH3:2].[ClH:18].O1CCOCC1>CO>[ClH:18].[CH2:1]([N:3]1[C:7]([CH2:8][S:9][C:10]2[N:15]=[C:14]([OH:16])[CH:13]=[C:12]([CH3:17])[N:11]=2)=[CH:6][CH:5]=[N:4]1)[CH3:2] |f:4.5|. Procedure: 2-{[(1-ethyl-1H-pyrazol-5-yl)methyl]sulfanyl}-6-methylpyrimidin-4-ol (150 mg, 600 μmol) was stirred in methanol (20 mL) and a solution of 4 N HCl in dioxane (225 μL, 900 μmol) was added dropwise at 0° C. The mixture was stirred for 30 minutes at room temperature. The solvent was removed by evaporation, and the residue was triturated with diethyl ether and dried in vacuo to afford 2-{[(1-ethyl-1H-pyrazol-5-yl)methyl]sulfanyl}-6-methylpyrimidin-4-ol hydrochloride (170 mg, 100% yield); 1H NMR (400 ... Starting materials: COC=1C=C(C=CC1OC)C(CCCC)N (1-(3′,4′-dimethoxyphenyl)pentylamine), C([O-])([O-])=O.[Na+].[Na+] (sodium carbonate), C(=O)(OCC)N1C(C=2C(C1=O)=CC=CC2)=O (N-carbethoxyphthalimide). The solvent is O (water), C(C)#N (acetonitrile). Conditions: time 3 hour. Yields the product C1(C=2C(C(N1C(CCCC)C1=CC(=C(C=C1)OC)OC)=O)=CC=CC2)=O (1-Phthalimido-1-(3′,4′-dimethoxyphenyl)pentane). Yield: 38.0%. As a reaction SMILES: [CH3:1][O:2][C:3]1[CH:4]=[C:5]([CH:11]([NH2:16])[CH2:12][CH2:13][CH2:14][CH3:15])[CH:6]=[CH:7][C:8]=1[O:9][CH3:10].C(=O)([O-])[O-].[Na+].[Na+].C(N1[C:32](=[O:33])[C:31]2=[CH:34][CH:35]=[CH:36][CH:37]=[C:30]2[C:29]1=[O:38])(OCC)=O>O.C(#N)C>[C:29]1(=[O:38])[N:16]([CH:11]([C:5]2[CH:6]=[CH:7][C:8]([O:9][CH3:10])=[C:3]([O:2][CH3:1])[CH:4]=2)[CH2:12][CH2:13][CH2:14][CH3:15])[C:32](=[O:33])[C:31]2=[CH:34][CH:35]=[CH:36][CH:37]=[C:30]12 |f:1.2.3|. Procedure: To a stirred solution of 1-(3′,4′-dimethoxyphenyl)pentylamine (0.3 grams, 1.34 mmol) and sodium carbonate (0.15 grams, 1.45 mmol) in a mixture of water (10 milliliters) and acetonitrile (10 milliliters) was added N-carbethoxyphthalimide (0.29 grams, 1.34 mmol). The resulting solution was stirred for 3 hours at room temperature, the acetonitrile was evaporated and a two phase mixture resulted. The organic phase was extracted into methylene chloride, dried over magnesium sulfate and concentrated t...